This data is from the Open Reaction Database (ORD), a public repository of structured organic reaction records. The task is: describe an organic reaction: reactants, conditions, products, and yield Starting materials: Cl (hydrochloride), C(CC)N(CCCCN(CC1=CC=C(C=C1)CN(CC=1N(C=CN1)C)CC=1NC=CN1)CC(=O)O)CCC ([(4-dipropylamino-butyl)-(4-[[(1H-imidazol-2-ylmethyl)-(1-methyl-1H-imidazol-2-ylmethyl)-amino]-methyl]-benzyl)-amino]-acetic acid), CN(C)C=O (DMF), OCCN1C(CCC1=O)=O (N-(2-hydroxyethyl)-succinimide). Yields the product C(CC)N(CCCCN(CC(=O)N(C)C)CC1=CC=C(C=C1)CN(CC=1N(C=CN1)C)CC=1NC=CN1)CCC (2-[(4-dipropylamino-butyl)-(4-[[(1H-imidazol-2-ylmethyl)-(1-methyl-1H-imidazol-2-ylmethyl)-amino]-methyl]-benzyl)-amino]-N,N-dimethyl-acetamide). RXN SMILES: Cl.[CH2:2]([N:5]([CH2:37][CH2:38][CH3:39])[CH2:6][CH2:7][CH2:8][CH2:9][N:10]([CH2:33]C(O)=O)[CH2:11][C:12]1[CH:17]=[CH:16][C:15]([CH2:18][N:19]([CH2:27][C:28]2[NH:29][CH:30]=[CH:31][N:32]=2)[CH2:20][C:21]2[N:22]([CH3:26])[CH:23]=[CH:24][N:25]=2)=[CH:14][CH:13]=1)[CH2:3][CH3:4].OCCN1C(=O)CCC1=O.[CH3:50][N:51]([CH:53]=[O:54])[CH3:52]>>[CH2:37]([N:5]([CH2:2][CH2:3][CH3:4])[CH2:6][CH2:7][CH2:8][CH2:9][N:10]([CH2:11][C:12]1[CH:13]=[CH:14][C:15]([CH2:18][N:19]([CH2:27][C:28]2[NH:29][CH:30]=[CH:31][N:32]=2)[CH2:20][C:21]2[N:22]([CH3:26])[CH:23]=[CH:24][N:25]=2)=[CH:16][CH:17]=1)[CH2:33][C:53]([N:51]([CH3:52])[CH3:50])=[O:54])[CH2:38][CH3:39]. Procedure details: The hydrochloride (190 mg) of the compound obtained in Example 65-1 was dissolved in DMF (5.0 ml) and added with N-(2-hydroxyethyl)-succinimide (57.8 mg) and the whole was refluxed under heating for 4 hours. After completion of the reaction, the solvent was distilled off. The resultant was dissolved in chloroform and added with a saturated aqueous sodium hydrogen carbonate solution and the whole was stirred for a while. The solution was subjected to extraction with chloroform and washed with a s...